The task is: describe an organic reaction: reactants, conditions, products, and yield. This data is from the Open Reaction Database (ORD), a public repository of structured organic reaction records. The reactants are C(C)(=O)O[C@@H]1C[C@@H]2CCC3=C4C(C[C@H]([C@@H](CCCC(C(F)(F)F)(C(F)(F)F)F)C)[C@]4(CC[C@@H]3[C@]2(CC1)C)C)=O (3β-acetoxy-25,26,26,26,27,27,27-heptafluoro-5α-cholest-8(14)-en-15-one), C([O-])([O-])=O.[K+].[K+] (potassium carbonate), C(C)(=O)OCC (Ethyl acetate), O (water). Run in CO (methanol). Product: O[C@@H]1C[C@@H]2CCC3=C4C(C[C@H]([C@@H](CCCC(C(F)(F)F)(C(F)(F)F)F)C)[C@]4(CC[C@@H]3[C@]2(CC1)C)C)=O (3β-hydroxy-25,26,26,26,27,27,27-heptafluoro-5α-cholest-8(14)-en- 15-one). The yield is 69.5%. RXN SMILES: C([O:4][C@H:5]1[CH2:36][CH2:35][C@@:34]2([CH3:37])[C@@H:7]([CH2:8][CH2:9][C:10]3[C@@H:33]2[CH2:32][CH2:31][C@@:30]2([CH3:38])[C:11]=3[C:12](=[O:39])[CH2:13][C@@H:14]2[C@H:15]([CH3:29])[CH2:16][CH2:17][CH2:18][C:19]([F:28])([C:24]([F:27])([F:26])[F:25])[C:20]([F:23])([F:22])[F:21])[CH2:6]1)(=O)C.C(=O)([O-])[O-].[K+].[K+].C(OCC)(=O)C.O>CO>[OH:4][C@H:5]1[CH2:36][CH2:35][C@@:34]2([CH3:37])[C@@H:7]([CH2:8][CH2:9][C:10]3[C@@H:33]2[CH2:32][CH2:31][C@@:30]2([CH3:38])[C:11]=3[C:12](=[O:39])[CH2:13][C@@H:14]2[C@H:15]([CH3:29])[CH2:16][CH2:17][CH2:18][C:19]([F:28])([C:24]([F:25])([F:26])[F:27])[C:20]([F:22])([F:23])[F:21])[CH2:6]1 |f:1.2.3|. Procedure: A solution of 3β-acetoxy-25,26,26,26,27,27,27-heptafluoro-5α-cholest-8(14)-en-15-one (59 mg) in methanol (4 ml) was stirred with potassium carbonate (30 mg) for 5 h at room temperature. Ethyl acetate (10 ml) and water (20 ml) were added and the resulting mixture was extracted twice with ethyl acetate (25 ml portions). The organic extract was washed with water (10 ml), dried over anhydrous sodium sulfate, and evaporated to dryness. The resulting residue (51 mg) was subjected to chromatography on ... The solvent is C(C)(C)O (isopropanol). The reactants are Cl (hydrochloric acid), C(C)C=1SC2=C(C(=NC=3C=CC=CC23)N)N1 (2-ethylthiazolo[4,5-c]quinolin-4-amine). Reaction SMILES: [ClH:1].[CH2:2]([C:4]1[S:5][C:6]2[C:15]3[CH:14]=[CH:13][CH:12]=[CH:11][C:10]=3[N:9]=[C:8]([NH2:16])[C:7]=2[N:17]=1)[CH3:3]>C(O)(C)C>[ClH:1].[CH2:2]([C:4]1[S:5][C:6]2[C:15]3[CH:14]=[CH:13][CH:12]=[CH:11][C:10]=3[N:9]=[C:8]([NH2:16])[C:7]=2[N:17]=1)[CH3:3] |f:3.4|. Yields the product Cl.C(C)C=1SC2=C(C(=NC=3C=CC=CC23)N)N1 (2-ethylthiazolo[4,5-c]quinolin-4-amine hydrochloride). Reported procedure: Concentrated hydrochloric acid (18.5 mmol) was added to a solution of 2-ethylthiazolo[4,5-c]quinolin-4-amine (4.25 g) in warm isopropanol. The reaction mixture was heated at reflux to reduce the volume and remove the water. The reaction mixture was cooled to ambient temperature. The precipitate was isolated by filtration and then dried to provide 2-ethylthiazolo[4,5-c]quinolin-4-amine hydrochloride as a solid, m.p. 268-270° C. Analysis: Calculated for C12H11N3S.HCl: %C, 54.23; %H, 4.55; %N, 15.8... Reactants: FC1=C(C=C(C(=C1)B1OC(C(O1)(C)C)(C)C)F)C1=C(C=NN1[C@@H]1COCC1)C(=O)OCC (ethyl 5-[2,5-difluoro-4-(4,4,5,5-tetramethyl-1,3,2-dioxaborolan-2-yl)phenyl]-1-[(S)-tetrahydrofuran-3-yl]-1H-pyrazole-4-carboxylate), F.[K] (potassium hydrogen fluoride), Example 23, Example 53, BrC=1C(=NC(=CC1C)OC)C (3-bromo-6-methoxy-2,4-dimethylpyridine), tripotassium phosphate n-hydrate. Reagents/catalysts: C=1C=CC(=CC1)[P](C=2C=CC=CC2)(C=3C=CC=CC3)[Pd]([P](C=4C=CC=CC4)(C=5C=CC=CC5)C=6C=CC=CC6)([P](C=7C=CC=CC7)(C=8C=CC=CC8)C=9C=CC=CC9)[P](C=1C=CC=CC1)(C=1C=CC=CC1)C=1C=CC=CC1 (Pd(PPh3)4). Run in O (water), COCCOC (DME). Conditions: temperature 110 celsius. The product is FC1=C(C=C(C(=C1)C=1C(=NC(=CC1C)OC)C)F)C1=C(C=NN1[C@@H]1COCC1)C(=O)OCC (ethyl 5-(2,5-difluoro-4-(6-methoxy-2,4-dimethylpyridin-3-yl)phenyl)-1-[(S)-tetrahydrofuran-3-yl]-1H-pyrazole-4-carboxylate). RXN SMILES: [F:1][C:2]1[CH:7]=[C:6](B2OC(C)(C)C(C)(C)O2)[C:5]([F:17])=[CH:4][C:3]=1[C:18]1[N:22]([C@H:23]2[CH2:27][CH2:26][O:25][CH2:24]2)[N:21]=[CH:20][C:19]=1[C:28]([O:30][CH2:31][CH3:32])=[O:29].Br[C:34]1[C:35]([CH3:43])=[N:36][C:37]([O:41][CH3:42])=[CH:38][C:39]=1[CH3:40].F.[K]>COCCOC.O.C1C=CC([P]([Pd]([P](C2C=CC=CC=2)(C2C=CC=CC=2)C2C=CC=CC=2)([P](C2C=CC=CC=2)(C2C=CC=CC=2)C2C=CC=CC=2)[P](C2C=CC=CC=2)(C2C=CC=CC=2)C2C=CC=CC=2)(C2C=CC=CC=2)C2C=CC=CC=2)=CC=1>[F:1][C:2]1[CH:7]=[C:6]([C:34]2[C:35]([CH3:43])=[N:36][C:37]([O:41][CH3:42])=[CH:38][C:39]=2[CH3:40])[C:5]([F:17])=[CH:4][C:3]=1[C:18]1[N:22]([C@H:23]2[CH2:27][CH2:26][O:25][CH2:24]2)[N:21]=[CH:20][C:19]=1[C:28]([O:30][CH2:31][CH3:32])=[O:29] |f:2.3,^1:44,56,58,77,96|. Procedure details: A mixture of ethyl 5-[2,5-difluoro-4-(4,4,5,5-tetramethyl-1,3,2-dioxaborolan-2-yl)phenyl]-1-[(S)-tetrahydrofuran-3-yl]-1H-pyrazole-4-carboxylate synthesized in accordance with Example 53 (430 mg), 3-bromo-6-methoxy-2,4-dimethylpyridine obtained in Preparation Example 23 (223 mg), potassium hydrogen fluoride (254 mg), Pd(PPh3)4 (90 mg) and tripotassium phosphate n-hydrate (400 mg) in DME (8 mL) and water (2 mL) was heated under reflux at 110° C. for seven hours. The reaction mixture was cooled to... Starting materials: Clc1ccc2c(Br)cccc2n1, C1CCOC1, CC(C)[N-]C(C)C, [Cl-], CI, [Li+], [NH4+]. Yields the product Cc1cc2c(Br)cccc2nc1Cl. Reaction SMILES: [Br:1][c:2]1[c:3]2[cH:4][cH:5][c:6]([Cl:12])[n:7][c:8]2[cH:9][cH:10][cH:11]1.[CH2:25]1[O:26][CH2:27][CH2:28][CH2:29]1.[CH3:14][CH:15]([N-:16][CH:17]([CH3:18])[CH3:19])[CH3:20].[Cl-:23].[I:21][CH3:22].[Li+:13].[NH4+:24]>>[Br:1][c:2]1[c:3]2[cH:4][c:5]([CH3:14])[c:6]([Cl:12])[n:7][c:8]2[cH:9][cH:10][cH:11]1. Starting materials: CC1(OCCO1)CCCNC(=O)C=1N(C(=C2C=C(C=CC12)Cl)C1=CC=CC=C1)C (5-chloro-2-methyl-3-phenylisoindole-1-carboxylic acid [3-(2-methyl-1,3-dioxolan-2-yl)propyl]amide), O1CCOCC1 (dioxane), Cl (hydrochloric acid). Run in O (water). Product: O=C(CCCNC(=O)C=1N(C(=C2C=C(C=CC12)Cl)C1=CC=CC=C1)C)C (5-chloro-2-methyl-3-phenylisoindole-1-carboxylic acid (4-oxopentyl)amide). Reaction SMILES: [CH3:1][C:2]1([CH2:7][CH2:8][CH2:9][NH:10][C:11]([C:13]2[N:14]([CH3:29])[C:15]([C:23]3[CH:28]=[CH:27][CH:26]=[CH:25][CH:24]=3)=[C:16]3[C:21]=2[CH:20]=[CH:19][C:18]([Cl:22])=[CH:17]3)=[O:12])OCC[O:3]1.O1CCOCC1.Cl>O>[O:3]=[C:2]([CH3:1])[CH2:7][CH2:8][CH2:9][NH:10][C:11]([C:13]1[N:14]([CH3:29])[C:15]([C:23]2[CH:28]=[CH:27][CH:26]=[CH:25][CH:24]=2)=[C:16]2[C:21]=1[CH:20]=[CH:19][C:18]([Cl:22])=[CH:17]2)=[O:12]. Reported procedure: A suspension of 8.3 g. of 5-chloro-2-methyl-3-phenylisoindole-1-carboxylic acid [3-(2-methyl-1,3-dioxolan-2-yl)propyl]amide in a mixture of 40 ml. of dioxane and 10 ml. of water is treated with 2 ml. of concentrated hydrochloric acid and then boiled at reflux for 3 hours. The solution obtained is concentrated to dryness under reduced pressure and the residue triturated with diethyl ether, and there is obtained 5-chloro-2-methyl-3-phenylisoindole-1-carboxylic acid (4-oxopentyl)amide having a melt... The reactants are O (water), C(C1=CC=CC=C1)(C1=CC=CC=C1)(C1=CC=CC=C1)NC=1SC=C(N1)C(C(=O)NC1[C@@H]2N(C(=C(CS2)CCl)C(=O)OC(C2=CC=CC=C2)C2=CC=CC=C2)C1=O)=NOC(F)F (benzhydryl 7-[2-(2-tritylaminothiazol-4-yl)-2-difluoromethoxyiminoacetamido]-3-chloromethyl-3-cephem-4-carboxylate), [I-].[Na+] (sodium iodide), SC1=NN=C(C(N1C)=O)O (3-mercapto-4-methyl-5-oxo-6-hydroxy-4,5-dihydro-1,2,4-triazine). Run in CN(C=O)C (N,N-dimethylformamide). Run at time 45 minute. Yields the product C(C1=CC=CC=C1)(C1=CC=CC=C1)(C1=CC=CC=C1)NC=1SC=C(N1)C(C(=O)NC1[C@@H]2N(C(=C(CS2)CSC2=NN=C(C(N2C)=O)O)C(=O)OC(C2=CC=CC=C2)C2=CC=CC=C2)C1=O)=NOC(F)F (benzhydryl 7-[2-(2-tritylaminothiazol-4-yl)-2-difluoromethoxyiminoacetamido]-3-(4-methyl-5-oxo-6-hydroxy-4,5-dihydro-1,2,4-triazin-3-yl)thiomethyl-3-cephem-4-carboxylate). The yield is 73.1%. As a reaction SMILES: [C:1]([NH:20][C:21]1[S:22][CH:23]=[C:24]([C:26](=[N:57][O:58][CH:59]([F:61])[F:60])[C:27]([NH:29][CH:30]2[C:55](=[O:56])[N:32]3[C:33]([C:39]([O:41][CH:42]([C:49]4[CH:54]=[CH:53][CH:52]=[CH:51][CH:50]=4)[C:43]4[CH:48]=[CH:47][CH:46]=[CH:45][CH:44]=4)=[O:40])=[C:34]([CH2:37]Cl)[CH2:35][S:36][C@H:31]23)=[O:28])[N:25]=1)([C:14]1[CH:19]=[CH:18][CH:17]=[CH:16][CH:15]=1)([C:8]1[CH:13]=[CH:12][CH:11]=[CH:10][CH:9]=1)[C:2]1[CH:7]=[CH:6][CH:5]=[CH:4][CH:3]=1.[I-].[Na+].[SH:64][C:65]1[N:70]([CH3:71])[C:69](=[O:72])[C:68]([OH:73])=[N:67][N:66]=1.O>CN(C)C=O>[C:1]([NH:20][C:21]1[S:22][CH:23]=[C:24]([C:26](=[N:57][O:58][CH:59]([F:61])[F:60])[C:27]([NH:29][CH:30]2[C:55](=[O:56])[N:32]3[C:33]([C:39]([O:41][CH:42]([C:49]4[CH:54]=[CH:53][CH:52]=[CH:51][CH:50]=4)[C:43]4[CH:48]=[CH:47][CH:46]=[CH:45][CH:44]=4)=[O:40])=[C:34]([CH2:37][S:64][C:65]4[N:70]([CH3:71])[C:69](=[O:72])[C:68]([OH:73])=[N:67][N:66]=4)[CH2:35][S:36][C@H:31]23)=[O:28])[N:25]=1)([C:14]1[CH:19]=[CH:18][CH:17]=[CH:16][CH:15]=1)([C:8]1[CH:13]=[CH:12][CH:11]=[CH:10][CH:9]=1)[C:2]1[CH:7]=[CH:6][CH:5]=[CH:4][CH:3]=1 |f:1.2|. Reported procedure: To a mixture of benzhydryl 7-[2-(2-tritylaminothiazol-4-yl)-2-difluoromethoxyiminoacetamido]-3-chloromethyl-3-cephem-4-carboxylate (syn isomer) (1.5 g) and sodium iodide (769 mg) in N,N-dimethylformamide was added 3-mercapto-4-methyl-5-oxo-6-hydroxy-4,5-dihydro-1,2,4-triazine (816 mg). After being stirred for 45 minutes at room temperature, the reaction mixture was poured into water. The resulting precipitates were collected by filtration and dissolved in ethyl acetate. The solution was washed w... The reactants are C(C)I (Ethyl iodide), C(#N)C1=CC=C(N1)C1=CC=C(C=C1)NS(=O)(=O)CC (N-[4-(5-cyano-1H-pyrrol-2-yl)phenyl]ethanesulfonamide), CC(C)([O-])C.[K+] (Potassium tert-butoxide), solution, CN(C=O)C (dimethyl formamide). The solvent is O1CCCC1 (tetrahydrofuran). Conditions: time 15 minute. Yields the product C(#N)C1=CC=C(N1CC)C1=CC=C(C=C1)NS(=O)(=O)CC (N-[4-(5-cyano-1-ethyl-1H-pyrrol-2-yl)phenyl]ethanesulfonamide). The yield is 11.0%. Reaction SMILES: [C:1]([C:3]1[NH:7][C:6]([C:8]2[CH:13]=[CH:12][C:11]([NH:14][S:15]([CH2:18][CH3:19])(=[O:17])=[O:16])=[CH:10][CH:9]=2)=[CH:5][CH:4]=1)#[N:2].[CH3:20][C:21](C)([O-])C.[K+].C(I)C.CN(C)C=O>O1CCCC1>[C:1]([C:3]1[N:7]([CH2:20][CH3:21])[C:6]([C:8]2[CH:9]=[CH:10][C:11]([NH:14][S:15]([CH2:18][CH3:19])(=[O:17])=[O:16])=[CH:12][CH:13]=2)=[CH:5][CH:4]=1)#[N:2] |f:1.2|. Procedure details: N-[4-(5-cyano-1H-pyrrol-2-yl)phenyl]ethanesulfonamide (0.160 g, 0.58 mmol) was dissolved in tetrahydrofuran (10 mL). Potassium tert-butoxide (1.25 mL of a 1 M solution, 1.25 mmol) was dropwise added and the mixture stirred 15 minutes. Ethyl iodide (0.046 mL, 0.58 mmol) was dropwise added, followed by dimethyl formamide (5 mL) and the mixture stirred for 4 hours. The mixture was then partitioned between saturated ammonium chloride and ethyl acetate. The combined organic layers were dried over mag... The reactants are C(#N)C=1C=NC=C(C1)C (3-Cyano-5-methylpyridine), C(C)(=O)O (acetic acid), C[O-].[Na+] (Sodium methoxide). Solvent: C(CC)O (1-propanol). Reaction conditions: temperature 0 celsius, time 20 hour. Product: crude product, CC=1C=C(C=NC1)C(OCCC)=N (propyl 5-methyl-3-pyridinecarboximidate). Reaction SMILES: [C:1]([C:3]1[CH:4]=[N:5][CH:6]=[C:7]([CH3:9])[CH:8]=1)#[N:2].[CH3:10][O-].[Na+].[C:13]([OH:16])(=O)[CH3:14]>C(O)CC>[CH3:9][C:7]1[CH:8]=[C:3]([C:1](=[NH:2])[O:16][CH2:13][CH2:14][CH3:10])[CH:4]=[N:5][CH:6]=1 |f:1.2|. Procedure: 3-Cyano-5-methylpyridine (2 g, 16.9 mmol) was dissolved in 1-propanol (100 ml). Sodium methoxide (46 mg, 0.85 mmol) was added, and the resulting mixture was stirred at 0° C. for 20 hours. After the completion of the reaction, the reaction mixture was neutralized with acetic acid (56 mg, 0.93 mmol), and the resulting mixture was concentrated under reduced pressure. After concentration, ethyl ether (50 ml) was added to the residue, and insoluble sodium acetate was removed by filtration. The filtra...